describe an organic reaction: reactants, conditions, products, and yield From a dataset of the Open Reaction Database (ORD), a public repository of structured organic reaction records. Reported procedure: Racemic tert-butyl (3R,4S) and (3S,4R)-4-phenylpyrrolidin-3-ylcarbamate (260 mg, 0.991 mmol) was taken up in DMF (5 ml) and cooled to 0° C. NaH (59.5 mg, 1.487 mmol) was added slowly. The reaction was allowed to stir for 10 minutes at 0° C. before adding 2,2,2-trifluoroethyl trifluoromethanesulfonate (345 mg, 1.487 mmol). The reaction continued to stir at 0° C. for 1 hour and was then allowed to reach room temperature and continue stirring for 16 hours. LC/MS in showed full conversion to desired... RXN SMILES: [C:1]1([C@@H:7]2[CH2:11][NH:10][CH2:9][C@H:8]2[NH:12]C(=O)[O-])[CH:6]=[CH:5][CH:4]=[CH:3][CH:2]=1.[H-].[Na+].FC(F)(F)S(O[CH2:24][C:25]([F:28])([F:27])[F:26])(=O)=O>CN(C=O)C>[C:1]1([C@@H:7]2[CH2:11][N:10]([CH2:24][C:25]([F:28])([F:27])[F:26])[CH2:9][C@H:8]2[NH2:12])[CH:2]=[CH:3][CH:4]=[CH:5][CH:6]=1 |f:1.2|. Run at temperature 0 celsius, time 10 minute. Product: C1(=CC=CC=C1)[C@H]1[C@@H](CN(C1)CC(F)(F)F)N ((3S,4R)-4-phenyl-1-(2,2,2-trifluoroethyl)pyrrolidin-3-amine). Starting materials: C1(=CC=CC=C1)[C@H]1[C@@H](CNC1)NC([O-])=O ((3S,4R)-4-phenylpyrrolidin-3-ylcarbamate), [H-].[Na+] (NaH), FC(S(=O)(=O)OCC(F)(F)F)(F)F (2,2,2-trifluoroethyl trifluoromethanesulfonate). Solvent: CN(C)C=O (DMF). RXN SMILES: [C:50](=[O:51])([O-:52])[O-:53].[CH3:1][O:2][C:3]([CH:4]([CH2:5][c:6]1[c:7]([C:13]([F:14])([F:15])[F:16])[cH:8][c:9]([OH:12])[cH:10][cH:11]1)[O:17][CH2:18][CH3:19])=[O:20].[Cl:21][CH2:22][c:23]1[n:24][c:25](-[c:29]2[c:30]([F:35])[cH:31][cH:32][cH:33][cH:34]2)[o:26][c:27]1[CH3:28].[Cs+:54].[Cs+:55].[F:36][c:37]1[cH:38][cH:39][cH:40][cH:41][c:42]1[CH:43]=[O:44].[I-:57].[K+:56].[P:45]([Cl:46])([Cl:47])([Cl:48])=[O:49]>>[CH3:1][O:2][C:3]([CH:4]([CH2:5][c:6]1[c:7]([C:13]([F:14])([F:15])[F:16])[cH:8][c:9]([O:12][CH2:22][c:23]2[n:24][c:25](-[c:29]3[c:30]([F:35])[cH:31][cH:32][cH:33][cH:34]3)[o:26][c:27]2[CH3:28])[cH:10][cH:11]1)[O:17][CH2:18][CH3:19])=[O:20]. Starting materials: O=C([O-])[O-], CCOC(Cc1ccc(O)cc1C(F)(F)F)C(=O)OC, Cc1oc(-c2ccccc2F)nc1CCl, [Cs+], [Cs+], O=Cc1ccccc1F, [I-], [K+], O=P(Cl)(Cl)Cl. Yields the product CCOC(Cc1ccc(OCc2nc(-c3ccccc3F)oc2C)cc1C(F)(F)F)C(=O)OC. Starting materials: C1(CCCCC1)N=C=NC1CCCCC1 (N,N'-dicyclohexylcarbodiimide), C1=CC=CC=2C3=CC=CC=C3C(C12)COC(=O)N[C@@H](CC(C)C)C(=O)NC1=C(C(=O)O)C(=CC=C1)C (2-{[N-(9-fluorenylmethoxycarbonyl)-L-leucyl]amino}-6-methylbenzoic acid). Solvent: C(C)(=O)OCC (ethyl acetate). Reaction conditions: time 8 hour. The product is C1=CC=CC=2C3=CC=CC=C3C(C12)COC(=O)N[C@@H](CC(C)C)C1=NC2=C(C(O1)=O)C(=CC=C2)C (2-{1(S)-[(9-fluorenylmethoxycarbonyl)amino]-3-methylbutyl}-5-methyl-4H-3,1-benzoxazine-4-one). Yield: 70.1%. As a reaction SMILES: C1(N=C=NC2CCCCC2)CCCCC1.[CH:16]1[C:28]2[CH:27]([CH2:29][O:30][C:31]([NH:33][C@H:34]([C:39]([NH:41][C:42]3[CH:50]=[CH:49][CH:48]=[C:47]([CH3:51])[C:43]=3[C:44]([OH:46])=[O:45])=O)[CH2:35][CH:36]([CH3:38])[CH3:37])=[O:32])[C:26]3[C:21](=[CH:22][CH:23]=[CH:24][CH:25]=3)[C:20]=2[CH:19]=[CH:18][CH:17]=1>C(OCC)(=O)C>[CH:25]1[C:26]2[CH:27]([CH2:29][O:30][C:31]([NH:33][C@H:34]([C:39]3[O:46][C:44](=[O:45])[C:43]4[C:47]([CH3:51])=[CH:48][CH:49]=[CH:50][C:42]=4[N:41]=3)[CH2:35][CH:36]([CH3:38])[CH3:37])=[O:32])[C:28]3[C:20](=[CH:19][CH:18]=[CH:17][CH:16]=3)[C:21]=2[CH:22]=[CH:23][CH:24]=1. Reported procedure: 69 mg of N,N'-dicyclohexylcarbodiimide was added under ice-cooling to a solution of 163 mg of 2-{[N-(9-fluorenylmethoxycarbonyl)-L-leucyl]amino}-6-methylbenzoic acid in 4 ml of ethyl acetate. After stirring overnight, dicyclohexylurea precipitated was filtered off and the filtrate was concentrated. The residue was purified by a silica gel column chromatography (eluting solution: hexane-ethyl acetate) to give 110 mg of 2-{1(S)-[(9-fluorenylmethoxycarbonyl)amino]-3-methylbutyl}-5-methyl-4H-3,1-ben... The reactants are C[Si](C)(C)[N-][Si](C)(C)C.[Li+] (lithium bistrimethylsilylamide), ClC1=C(C(=NC(=N1)C)C(C#N)C1=C(C=C(C=C1C)C)C)C ((6-chloro-2,5-dimethylpyrimidin-4-yl)-(2,4,6-trimethylphenyl)-acetonitrile), CI (Methyl iodide). The solvent is C1CCOC1 (THF). Reaction conditions: time 45 minute. Yields the product ClC1=C(C(=NC(=N1)C)C(C#N)(C)C1=C(C=C(C=C1C)C)C)C (2-(6-Chloro-2,5-dimethylpyrimidin-4-yl)-2-(2,4,6-trimethylphenyl)-propionitrile). The yield is 62.0%. As a reaction SMILES: [Cl:1][C:2]1[N:7]=[C:6]([CH3:8])[N:5]=[C:4]([CH:9]([C:12]2[C:17]([CH3:18])=[CH:16][C:15]([CH3:19])=[CH:14][C:13]=2[CH3:20])[C:10]#[N:11])[C:3]=1[CH3:21].[CH3:22][Si]([N-][Si](C)(C)C)(C)C.[Li+].CI>C1COCC1>[Cl:1][C:2]1[N:7]=[C:6]([CH3:8])[N:5]=[C:4]([C:9]([C:12]2[C:17]([CH3:18])=[CH:16][C:15]([CH3:19])=[CH:14][C:13]=2[CH3:20])([CH3:22])[C:10]#[N:11])[C:3]=1[CH3:21] |f:1.2|. Procedure details: A solution of (6-chloro-2,5-dimethylpyrimidin-4-yl)-(2,4,6-trimethylphenyl)-acetonitrile (0.250 g, 0.834 mmol) in 4ml of dry THF was cooled to −78° C. and treated with lithium bistrimethylsilylamide (1.0 M in THF, 0.92 ml) and stirred at that temperature for 45 minutes. Methyl iodide (0.426 g, 3.00 mmol) was added. The reaction mixture was gradually warmed to room temperature and stirred for 1 hour. The reaction mixture was quenched with water and extracted with ethyl acetate. The organic layer ...